This data is from the Open Reaction Database (ORD), a public repository of structured organic reaction records. The task is: describe an organic reaction: reactants, conditions, products, and yield Reactants: Nc1ccc(Br)cc1F, O=C1OC(=O)C2=C1CCCC2, CC(=O)O. Product: O=C1C2=C(CCCC2)C(=O)N1c1ccc(Br)cc1F. As a reaction SMILES: [Br:12][c:13]1[cH:14][c:15]([F:20])[c:16]([NH2:17])[cH:18][cH:19]1.[C:1]1(=[O:11])[C:2]2=[C:3]([C:4](=[O:5])[O:6]1)[CH2:7][CH2:8][CH2:9][CH2:10]2.[CH3:21][C:22](=[O:23])[OH:24]>>[C:1]1(=[O:11])[C:2]2=[C:3]([C:4](=[O:6])[N:17]1[c:16]1[c:15]([F:20])[cH:14][c:13]([Br:12])[cH:19][cH:18]1)[CH2:7][CH2:8][CH2:9][CH2:10]2. Solvent: CO (methanol), C1CCOC1 (THF). Procedure: A suspension of 5-(4-(benzyloxy)phenyl)-3-phenyl-1,2,4-oxadiazole (90 mg, 0.27 mmol) and 10% Pd/C (2 mg, 7 μmol) in methanol (3.0 mL) and THF (3.0 mL) was stirred in a single necked round bottom flask fitted with a condenser under an atmosphere of hydrogen at 55° C. for 72 hours. The solution was filtered through Celite and the solvent was removed under reduced pressure and then purified by column chromatography (EtOAc/Hex 1:2) to give the product (7 mg, 11%) as a white solid. 1H NMR (500 MHz, C... The reagents and catalysts are [Pd] (Pd/C). Yields the product C1(=CC=CC=C1)C1=NOC(=N1)C1=CC=C(C=C1)O (4-(3-Phenyl-[1,2,4]oxadiazol-5-yl)-phenol). Starting materials: C(C1=CC=CC=C1)OC1=CC=C(C=C1)C1=NC(=NO1)C1=CC=CC=C1 (5-(4-(benzyloxy)phenyl)-3-phenyl-1,2,4-oxadiazole). The yield is 10.9%. As a reaction SMILES: C([O:8][C:9]1[CH:14]=[CH:13][C:12]([C:15]2[O:19][N:18]=[C:17]([C:20]3[CH:25]=[CH:24][CH:23]=[CH:22][CH:21]=3)[N:16]=2)=[CH:11][CH:10]=1)C1C=CC=CC=1>CO.C1COCC1.[Pd]>[C:20]1([C:17]2[N:16]=[C:15]([C:12]3[CH:11]=[CH:10][C:9]([OH:8])=[CH:14][CH:13]=3)[O:19][N:18]=2)[CH:21]=[CH:22][CH:23]=[CH:24][CH:25]=1. Yields the product COc1ccc(S(C)(=O)=O)cc1. Reactants: COc1ccccc1, CS(=O)(=O)O, O=P(Cl)(Cl)Cl. Reaction SMILES: [CH3:1][O:2][c:3]1[cH:4][cH:5][cH:6][cH:7][cH:8]1.[CH3:9][S:10](=[O:11])(=[O:12])[OH:13].[P:14]([Cl:15])([Cl:16])([Cl:17])=[O:18]>>[CH3:1][O:2][c:3]1[cH:4][cH:5][c:6]([S:10]([CH3:9])(=[O:11])=[O:12])[cH:7][cH:8]1.